This data is from the Open Reaction Database (ORD), a public repository of structured organic reaction records. The task is: describe an organic reaction: reactants, conditions, products, and yield Reactants: [Mg] (magnesium), C(CCCC)[C@@H]1CC[C@H](CC1)[C@@H]1CC[C@H](CC1)CCl (trans-1-pentyl-4-(trans-4-chloromethylcyclohexyl)cyclohexane), Grignard reagent, CO[Si](OC)(OC)OC (tetramethoxysilane). Run in C1CCOC1 (THF), C1CCOC1 (THF). Run at time 2 hour. The product is Grignard reagent, C(CCCC)[C@@H]1CC[C@H](CC1)[C@@H]1CC[C@H](CC1)C[Si](OC)(OC)OC (trans-1-pentyl-4-(trans-4-trimethoxysilylmethyl-cyclohexyl)cyclohexane). Yield: 65.0%. Reaction SMILES: [Mg].[CH2:2]([C@H:7]1[CH2:12][CH2:11][C@H:10]([C@H:13]2[CH2:18][CH2:17][C@H:16]([CH2:19]Cl)[CH2:15][CH2:14]2)[CH2:9][CH2:8]1)[CH2:3][CH2:4][CH2:5][CH3:6].[CH3:21][O:22][Si:23](OC)([O:26][CH3:27])[O:24][CH3:25]>C1COCC1>[CH2:2]([C@H:7]1[CH2:12][CH2:11][C@H:10]([C@H:13]2[CH2:18][CH2:17][C@H:16]([CH2:19][Si:23]([O:26][CH3:27])([O:24][CH3:25])[O:22][CH3:21])[CH2:15][CH2:14]2)[CH2:9][CH2:8]1)[CH2:3][CH2:4][CH2:5][CH3:6]. Procedure: A Grignard reagent was prepared from 100 ml of THF, magnesium (120 mmole) and trans-1-pentyl-4-(trans-4-chloromethylcyclohexyl)cyclohexane (100 mmole) under nitrogen atmosphere. A THF 100 ml solution of tetramethoxysilane (150 mmole) was heated to 65° C., and the Grignard reagent was added dropwise thereto. Further, the solution was stirred at the same temperature for 2 hours, and after left standing for cooling, the reaction mixture was filtered. The solvent was distilled off, and then trans-1-... Starting materials: Cc1cc(COc2ccc(S(=O)(=O)Cl)cc2)c2ccccc2n1, Cl, NC1CCCCC1C(=O)O. Yields the product Cc1cc(COc2ccc(S(=O)(=O)NC3CCCCC3C(=O)O)cc2)c2ccccc2n1. As a reaction SMILES: [CH3:12][c:13]1[n:14][c:15]2[cH:16][cH:17][cH:18][cH:19][c:20]2[c:21]([CH2:23][O:24][c:25]2[cH:26][cH:27][c:28]([S:31](=[O:32])(=[O:33])[Cl:34])[cH:29][cH:30]2)[cH:22]1.[ClH:11].[NH2:1][CH:2]1[CH:3]([C:8](=[O:9])[OH:10])[CH2:4][CH2:5][CH2:6][CH2:7]1>>[NH:1]([CH:2]1[CH:3]([C:8](=[O:9])[OH:10])[CH2:4][CH2:5][CH2:6][CH2:7]1)[S:31]([c:28]1[cH:27][cH:26][c:25]([O:24][CH2:23][c:21]2[c:20]3[c:15]([n:14][c:13]([CH3:12])[cH:22]2)[cH:16][cH:17][cH:18][cH:19]3)[cH:30][cH:29]1)(=[O:32])=[O:33].